Dataset: the Open Reaction Database (ORD), a public repository of structured organic reaction records. Task: describe an organic reaction: reactants, conditions, products, and yield The product is C(C)(C)(C)OC(=O)N(C=1SC=C(N1)C(C(=O)OCC)OC(C)C)CC1=CC=C(C=C1)OC (ethyl 2-[2-[tert-butoxycarbonyl-[(4-methoxyphenyl)methyl]amino]thiazol-4-yl]-2-isopropoxy-acetate). Procedure: Ethyl 2-[2-[tert-butoxycarbonyl-[(4-methoxyphenyl)methyl]amino]thiazol-4-yl]-2-diazo-acetate (0.6 g, 1.38 mmol) was dissolved in DCM (10 mL) under argon atmosphere. To this solution, iso-propanol (0.12 mL, 1.66 mmol) was added followed by rhodium (II) acetate dimer (12 mg, 0.028 mmol). Mixture was stirred at room temperature for 30 min. then diluted with DCM (10 mL). Organic layer was washed with water, brine, dried over anhydrous sodium sulfate and concentrated under reduced pressure to give a ... Reactants: C(C)(C)(C)OC(=O)N(C=1SC=C(N1)C(C(=O)OCC)=[N+]=[N-])CC1=CC=C(C=C1)OC (Ethyl 2-[2-[tert-butoxycarbonyl-[(4-methoxyphenyl)methyl]amino]thiazol-4-yl]-2-diazo-acetate), C(C)(C)O (iso-propanol). Reagents/catalysts: CC(=O)O.CC(=O)O.CC(=O)O.CC(=O)O.[Rh].[Rh] (rhodium (II) acetate dimer). Reaction SMILES: [C:1]([O:5][C:6]([N:8]([CH2:22][C:23]1[CH:28]=[CH:27][C:26]([O:29][CH3:30])=[CH:25][CH:24]=1)[C:9]1[S:10][CH:11]=[C:12]([C:14](=[N+]=[N-])[C:15]([O:17][CH2:18][CH3:19])=[O:16])[N:13]=1)=[O:7])([CH3:4])([CH3:3])[CH3:2].[CH:31]([OH:34])([CH3:33])[CH3:32]>C(Cl)Cl.CC(O)=O.CC(O)=O.CC(O)=O.CC(O)=O.[Rh].[Rh]>[C:1]([O:5][C:6]([N:8]([CH2:22][C:23]1[CH:28]=[CH:27][C:26]([O:29][CH3:30])=[CH:25][CH:24]=1)[C:9]1[S:10][CH:11]=[C:12]([CH:14]([O:34][CH:31]([CH3:33])[CH3:32])[C:15]([O:17][CH2:18][CH3:19])=[O:16])[N:13]=1)=[O:7])([CH3:3])([CH3:2])[CH3:4] |f:3.4.5.6.7.8|. Reaction conditions: time 30 minute. The yield is 85.8%. The solvent is C(Cl)Cl (DCM), C(Cl)Cl (DCM). Reactants: ClCCNC(=O)N[C@H]1[C@H](O)[C@@H](O)[C@@H](O)[C@H](O1)CO (1-(2-chloroethyl)-3-(β-D-galactopyranosyl)urea), N(=O)[O-].[Na+] (sodium nitrite), C(C)OCC (ethyl ether). The solvent is C(=O)O (formic acid). Product: ClCCN(C(=O)N[C@H]1[C@H](O)[C@@H](O)[C@@H](O)[C@H](O1)CO)N=O (1-(2-chloroethyl)-3-(β-D-galactopyranosyl)-1-nitrosourea). RXN SMILES: [Cl:1][CH2:2][CH2:3][NH:4][C:5]([NH:7][C@@H:8]1[O:16][C@H:15]([CH2:17][OH:18])[C@H:13]([OH:14])[C@H:11]([OH:12])[C@H:9]1[OH:10])=[O:6].[N:19]([O-])=[O:20].[Na+].C(OCC)C>C(O)=O>[Cl:1][CH2:2][CH2:3][N:4]([N:19]=[O:20])[C:5]([NH:7][C@@H:8]1[O:16][C@H:15]([CH2:17][OH:18])[C@H:13]([OH:14])[C@H:11]([OH:12])[C@H:9]1[OH:10])=[O:6] |f:1.2|. Procedure details: To a solution of 300 mg of 1-(2-chloroethyl)-3-(β-D-galactopyranosyl)urea in 2 ml of 99% formic acid was slowly added 150 mg of sodium nitrite in an icebath under stirring. The mixture was stirred for 1 hour under ice-cooling to complete the nitrosation. The reaction mixture was admixed with 50 ml of ethyl ether to deposit an oily substance. The ethyl ether phase was separated from the oily substance by decantation. The operation of adding ethyl ether to and separating the ethyl ether phase from... Reactants: CNC(C)c1ccccc1, O=C(c1ccc(-c2ccc(OCCCCl)cc2)cc1)N1CCCC1. Product: CC(c1ccccc1)N(C)CCCOc1ccc(-c2ccc(C(=O)N3CCCC3)cc2)cc1. As a reaction SMILES: [CH3:25][NH:26][CH:27]([CH3:28])[c:29]1[cH:30][cH:31][cH:32][cH:33][cH:34]1.[Cl:1][CH2:2][CH2:3][CH2:4][O:5][c:6]1[cH:7][cH:8][c:9](-[c:12]2[cH:13][cH:14][c:15]([C:18](=[O:19])[N:20]3[CH2:21][CH2:22][CH2:23][CH2:24]3)[cH:16][cH:17]2)[cH:10][cH:11]1>>[CH2:2]([CH2:3][CH2:4][O:5][c:6]1[cH:7][cH:8][c:9](-[c:12]2[cH:13][cH:14][c:15]([C:18](=[O:19])[N:20]3[CH2:21][CH2:22][CH2:23][CH2:24]3)[cH:16][cH:17]2)[cH:10][cH:11]1)[N:26]([CH3:25])[CH:27]([CH3:28])[c:29]1[cH:30][cH:31][cH:32][cH:33][cH:34]1.